From a dataset of the Open Reaction Database (ORD), a public repository of structured organic reaction records. describe an organic reaction: reactants, conditions, products, and yield Run at time 8 hour. Procedure details: 2,6-Dichloro-8-azapurine (0.84 mmol), prepared as described in Example 17, was dissolved in n-butanol (4 ml) and benzylamine (1.4 mmol) was added. The reaction mixture was stirred at room temperature overnight. After concentration in vacuo the product was purified by chromatography (SiO2, IV—from 1% MeOH and 0.25% acetic acid to 2% MeOH with 0.35% acetic acid). Starting materials: ClC1=NC(=C2NN=NC2=N1)Cl (2,6-Dichloro-8-azapurine), C(C1=CC=CC=C1)N (benzylamine). RXN SMILES: [Cl:1][C:2]1[N:10]=[C:9]2[C:5]([NH:6][N:7]=[N:8]2)=[C:4](Cl)[N:3]=1.[CH2:12]([NH2:19])[C:13]1[CH:18]=[CH:17][CH:16]=[CH:15][CH:14]=1>C(O)CCC>[Cl:1][C:2]1[N:10]=[C:9]2[C:5]([NH:6][N:7]=[N:8]2)=[C:4]([NH:19][CH2:12][C:13]2[CH:18]=[CH:17][CH:16]=[CH:15][CH:14]=2)[N:3]=1. The solvent is C(CCC)O (n-butanol). The product is ClC1=NC(=C2NN=NC2=N1)NCC1=CC=CC=C1 (2-Chloro-6-benzylamino-8-azapurine).